The task is: describe an organic reaction: reactants, conditions, products, and yield. This data is from the Open Reaction Database (ORD), a public repository of structured organic reaction records. The reactants are CCOC(=O)CC(C)(C)C(Br)C=C(Br)Br, O, c1ccccc1. The product is CCOC(=O)C1C(C=C(Br)Br)C1(C)C. As a reaction SMILES: [CH3:1][C:2]([CH2:3][C:4](=[O:5])[O:6][CH2:7][CH3:8])([CH:9]([CH:10]=[C:11]([Br:12])[Br:13])[Br:14])[CH3:15].[OH2:16].[cH:17]1[cH:18][cH:19][cH:20][cH:21][cH:22]1>>[CH3:1][C:2]1([CH3:15])[CH:3]([C:4](=[O:5])[O:6][CH2:7][CH3:8])[CH:9]1[CH:10]=[C:11]([Br:12])[Br:13].